This data is from the Open Reaction Database (ORD), a public repository of structured organic reaction records. The task is: describe an organic reaction: reactants, conditions, products, and yield Reactants: O=C1NCc2cc(Oc3ccc([N+](=O)[O-])cc3)ccc21, CCO. Yields the product Nc1ccc(Oc2ccc3c(c2)CNC3=O)cc1. Reaction SMILES: [C:1]1(=[O:20])[NH:2][CH2:3][c:4]2[cH:5][c:6]([O:10][c:11]3[cH:12][cH:13][c:14]([N+:17]([O-:18])=[O:19])[cH:15][cH:16]3)[cH:7][cH:8][c:9]21.[CH3:21][CH2:22][OH:23]>>[C:1]1(=[O:20])[NH:2][CH2:3][c:4]2[cH:5][c:6]([O:10][c:11]3[cH:12][cH:13][c:14]([NH2:17])[cH:15][cH:16]3)[cH:7][cH:8][c:9]21. Starting materials: OC1(CCC(CC1)=O)C1=CC=NS1 (4-hydroxy-4-isothiazol-5-yl-cyclohexanone), N1CC(C1)NC(=O)CNC(C1=CC(=CC=C1)C(F)(F)F)=O (N-(azetidin-3-ylcarbamoylmethyl)-3-trifluoromethyl-benzamide). Product: OC1(CCC(CC1)N1CC(C1)NC(=O)CNC(C1=CC(=CC=C1)C(F)(F)F)=O)C1=CC=NS1 (N-{[1-(4-Hydroxy-4-isothiazol-5-yl-cyclohexyl)-azetidin-3-ylcarbamoyl]-methyl}-3-trifluoromethyl-benzamide). Reaction SMILES: [OH:1][C:2]1([C:9]2[S:13][N:12]=[CH:11][CH:10]=2)[CH2:7][CH2:6][C:5](=O)[CH2:4][CH2:3]1.[NH:14]1[CH2:17][CH:16]([NH:18][C:19]([CH2:21][NH:22][C:23](=[O:34])[C:24]2[CH:29]=[CH:28][CH:27]=[C:26]([C:30]([F:33])([F:32])[F:31])[CH:25]=2)=[O:20])[CH2:15]1>>[OH:1][C:2]1([C:9]2[S:13][N:12]=[CH:11][CH:10]=2)[CH2:7][CH2:6][CH:5]([N:14]2[CH2:17][CH:16]([NH:18][C:19]([CH2:21][NH:22][C:23](=[O:34])[C:24]3[CH:29]=[CH:28][CH:27]=[C:26]([C:30]([F:33])([F:31])[F:32])[CH:25]=3)=[O:20])[CH2:15]2)[CH2:4][CH2:3]1. Reported procedure: The title compounds were prepared as white solids from reductive amination of 4-hydroxy-4-isothiazol-5-yl-cyclohexanone, as prepared in the previous step, and N-(azetidin-3-ylcarbamoylmethyl)-3-trifluoromethyl-benzamide using the procedure described in Step E of Example 1. Reactants: FC(C1=CC=C(C=C1)C1(CCOC=2C1=NC=CC2)N)(F)F (4-(4-(trifluoromethyl)phenyl)-3,4-dihydro-2H-pyrano[3,2-b]pyridin-4-amine), CCN(C(C)C)C(C)C (DIEA), CN(C)C=O (DMF), C1=CN(C=N1)C(=O)N2C=CN=C2 (CDI), FC([C@H](C)N)(F)F ((S)-1,1,1-trifluoropropan-2-amine). The solvent is C(Cl)Cl (DCM), C(Cl)Cl (DCM). Conditions: time 2.5 hour. The product is FC(C(=O)O)(F)F.FC(C1=CC=C(C=C1)[C@]1(CCOC=2C1=NC=CC2)NC(=O)N[C@H](C(F)(F)F)C)(F)F (1-((S)-4-(4-(trifluoromethyl)phenyl)-3,4-dihydro-2H-pyrano[3,2-b]pyridin-4-yl)-3-((S)-1,1,1-trifluoropropan-2-yl)urea 2,2,2-trifluoroacetate). Reaction SMILES: C1N=CN([C:6](N2C=NC=C2)=[O:7])C=1.[F:13][C:14]([F:19])([F:18])[C@@H:15]([NH2:17])[CH3:16].[F:20][C:21]([F:40])([F:39])[C:22]1[CH:27]=[CH:26][C:25]([C:28]2([NH2:38])[C:33]3=[N:34][CH:35]=[CH:36][CH:37]=[C:32]3[O:31][CH2:30][CH2:29]2)=[CH:24][CH:23]=1.CCN(C(C)C)C(C)C.CN([CH:53]=[O:54])C>C(Cl)Cl>[F:13][C:14]([F:19])([F:18])[C:53]([OH:54])=[O:31].[F:40][C:21]([F:20])([F:39])[C:22]1[CH:23]=[CH:24][C:25]([C@:28]2([NH:38][C:6]([NH:17][C@@H:15]([CH3:16])[C:14]([F:19])([F:18])[F:13])=[O:7])[C:33]3=[N:34][CH:35]=[CH:36][CH:37]=[C:32]3[O:31][CH2:30][CH2:29]2)=[CH:26][CH:27]=1 |f:6.7|. Reported procedure: To a solution of CDI (41.3 mg, 0.255 mmol) in DCM (0.25 mL) was added (S)-1,1,1-trifluoropropan-2-amine (0.026 mL, 0.255 mmol). The round bottom flask was then sealed, and the mixture was stirred at room temperature for 2.5 h. A solution of 4-(4-(trifluoromethyl)phenyl)-3,4-dihydro-2H-pyrano[3,2-b]pyridin-4-amine (50.0 mg, 0.170 mmol) and DIEA (0.058 mL, 0.340 mmol) in DCM (1 mL) was then added, and the reaction was stirred at room temperature for 20 h. The reaction was diluted with DMF, filtere... Reactants: COC(CC=1C=C(C=C(C1)C(F)(F)F)C1=C(C=C(C=C1)C(F)(F)F)CN(C(=O)NC)CC)=O ([2′-(1-ethyl-3-methyl-ureidomethyl)-5,4′-bis-trifluoromethyl-biphenyl-3-yl]-acetic acid methyl ester), [Li+].[OH-] (LiOH), Cl (HCl). Run in O1CCOCC1 (1,4-dioxane). Product: C(C)N(C(=O)NC)CC1=C(C=CC(=C1)C(F)(F)F)C1=CC(=CC(=C1)C(F)(F)F)CC(=O)O ([2′-(1-Ethyl-3-methyl-ureidomethyl)-5,4′-bis-trifluoromethyl-biphenyl-3-yl]-acetic acid). As a reaction SMILES: C[O:2][C:3](=[O:33])[CH2:4][C:5]1[CH:6]=[C:7]([C:15]2[CH:20]=[CH:19][C:18]([C:21]([F:24])([F:23])[F:22])=[CH:17][C:16]=2[CH2:25][N:26]([CH2:31][CH3:32])[C:27]([NH:29][CH3:30])=[O:28])[CH:8]=[C:9]([C:11]([F:14])([F:13])[F:12])[CH:10]=1.[Li+].[OH-].Cl>O1CCOCC1>[CH2:31]([N:26]([CH2:25][C:16]1[CH:17]=[C:18]([C:21]([F:23])([F:24])[F:22])[CH:19]=[CH:20][C:15]=1[C:7]1[CH:8]=[C:9]([C:11]([F:12])([F:13])[F:14])[CH:10]=[C:5]([CH2:4][C:3]([OH:33])=[O:2])[CH:6]=1)[C:27]([NH:29][CH3:30])=[O:28])[CH3:32] |f:1.2|. Procedure details: To [2′-(1-ethyl-3-methyl-ureidomethyl)-5,4′-bis-trifluoromethyl-biphenyl-3-yl]-acetic acid methyl ester (0.18 mmol) was added 1:1 1N aqueous LiOH: 1,4-dioxane (2 mL), and the reaction was stirred at room temperature for 30 minutes. 10% Aqueous HCl was added to acidify the solution to pH 3, and the mixture was extracted with EtOAc. The crude material was purified by silica gel chromatography to give the title compound. M+H is 463. Starting materials: O=C([O-])O, CO, COC(C=O)OC, Cl, NCCC(F)(F)F, [Na+]. Product: COC(CNCCC(F)(F)F)OC. As a reaction SMILES: [C:16](=[O:17])([OH:18])[O-:19].[CH3:21][OH:22].[CH3:9][O:10][CH:11]([CH:12]=[O:13])[O:14][CH3:15].[ClH:1].[F:2][C:3]([CH2:4][CH2:5][NH2:6])([F:7])[F:8].[Na+:20]>>[F:2][C:3]([CH2:4][CH2:5][NH:6][CH2:12][CH:11]([O:10][CH3:9])[O:14][CH3:15])([F:7])[F:8]. Starting materials: Cl (hydrochloric acid), C1(=CC=CC=C1)C1(CC[C@]([C@@H]2CN(C[C@H]12)C(=O)OC(C)(C)C)(C1=C(C=CC=C1)OC)F)C1=CC=CC=C1 ((3aS,4S,7aS)-7,7-diphenyl-4-fluoro-4-(2-methoxyphenyl)-2-tert-butoxycarbonyl-perhydroisoindole). Solvent: O1CCOCC1 (dioxane), O1CCOCC1 (dioxane). Reaction conditions: time 3 hour. Yields the product Cl.C1(=CC=CC=C1)C1(CC[C@]([C@@H]2CNC[C@H]12)(C1=C(C=CC=C1)OC)F)C1=CC=CC=C1 ((3aS,4S,7aS)-7,7-diphenyl-4-fluoro-4-(2-methoxyphenyl)-perhydroisoindole hydrochloride). RXN SMILES: [ClH:1].[C:2]1([C:8]2([C:33]3[CH:38]=[CH:37][CH:36]=[CH:35][CH:34]=3)[C@@H:16]3[C@@H:12]([CH2:13][N:14](C(OC(C)(C)C)=O)[CH2:15]3)[C@:11]([F:32])([C:24]3[CH:29]=[CH:28][CH:27]=[CH:26][C:25]=3[O:30][CH3:31])[CH2:10][CH2:9]2)[CH:7]=[CH:6][CH:5]=[CH:4][CH:3]=1>O1CCOCC1>[ClH:1].[C:33]1([C:8]2([C:2]3[CH:7]=[CH:6][CH:5]=[CH:4][CH:3]=3)[C@@H:16]3[C@@H:12]([CH2:13][NH:14][CH2:15]3)[C@:11]([F:32])([C:24]3[CH:29]=[CH:28][CH:27]=[CH:26][C:25]=3[O:30][CH3:31])[CH2:10][CH2:9]2)[CH:34]=[CH:35][CH:36]=[CH:37][CH:38]=1 |f:3.4|. Reported procedure: A solution of 6.3N hydrochloric acid in 20 cm3 of dioxane is added to a solution of 2.07 g of (3aS,4S,7aS)-7,7-diphenyl-4-fluoro-4-(2-methoxyphenyl)-2-tert-butoxycarbonyl-perhydroisoindole in 20 cm3 of dioxane at room temperature. The reaction mixture is stirred at this temperature for 3 hours and then concentrated to dryness under reduced pressure (2.7 kPa). The residue is crystallised in 40 cm3 of absolute ethanol and the crystals are filtered off and then dried. 1 g of (3aS,4S,7aS)-7,7-diphen... Reactants: C(C)(C)N(C(C)C)CC (N,N-Diisopropylethylamine), C(N)(=O)C1=C(C=2N(N=C1)C=C(C2)C(=O)OCC)Cl (ethyl 3-carbamoyl-4-chloropyrrolo[1,2-b]pyridazine-6-carboxylate), C[C@]1(C([C@@H](CC1)N)(C)C)N ((1S,3R)-1,2,2-trimethylcyclopentane-1,3-diamine). Run in CN(C=O)C (N,N-dimethylformamide). Conditions: temperature 90 celsius, time 1 hour. Product: N[C@@]1(C([C@@H](CC1)NC=1C=2N(N=CC1C(N)=O)C=C(C2)C(=O)OCC)(C)C)C (Ethyl 4-(((1R,3S)-3-amino-2,2,3-trimethylcyclopentyl)amino)-3-carbamoylpyrrolo[1,2-b]pyridazine-6-carboxylate). Isolated yield 44.8%. Reaction SMILES: C(N(CC)C(C)C)(C)C.[C:10]([C:13]1[CH:18]=[N:17][N:16]2[CH:19]=[C:20]([C:22]([O:24][CH2:25][CH3:26])=[O:23])[CH:21]=[C:15]2[C:14]=1Cl)(=[O:12])[NH2:11].[CH3:28][C@:29]1([NH2:37])[CH2:33][CH2:32][C@@H:31]([NH2:34])[C:30]1([CH3:36])[CH3:35]>CN(C)C=O>[NH2:37][C@@:29]1([CH3:28])[CH2:33][CH2:32][C@@H:31]([NH:34][C:14]2[C:15]3[N:16]([CH:19]=[C:20]([C:22]([O:24][CH2:25][CH3:26])=[O:23])[CH:21]=3)[N:17]=[CH:18][C:13]=2[C:10](=[O:12])[NH2:11])[C:30]1([CH3:36])[CH3:35]. Procedure details: N,N-Diisopropylethylamine (7.18 mL, 41.1 mmol) was added to a mixture of ethyl 3-carbamoyl-4-chloropyrrolo[1,2-b]pyridazine-6-carboxylate (3.67 g, 13.71 mmol, from Preparation 4), (1S,3R)-1,2,2-trimethylcyclopentane-1,3-diamine (2.93 g, 20.57 mmol, prepared according to conditions described in Tetrahedron Asymmetry 2001, 12, 1579 and Eur. J. Inorg. Chem. 2006, 839) and N,N-dimethylformamide (50 mL). The mixture was stirred in a 90° C. oil bath for 1 h, quenched with saturated sodium bicarbonate ... Reactants: BrC1=C2CC[C@@H](C2=CC=C1C#N)O ((S)-4-Bromo-1-hydroxy-indan-5-carbonitrile), N1C=NC=C1 (imidazole), C(C)(C)(C)[Si](Cl)(C)C (tert-butyldimethylchlorosilane). The solvent is CN(C=O)C (N,N-dimethylformamide), O (water). Reaction conditions: time 3 hour. Yields the product BrC1=C2CC[C@@H](C2=CC=C1C#N)O[Si](C)(C)C(C)(C)C ((S)-4-Bromo-1-(tert-butyl-dimethyl-silanyloxy)-indan-5-carbonitrile). RXN SMILES: [Br:1][C:2]1[C:10]([C:11]#[N:12])=[CH:9][CH:8]=[C:7]2[C:3]=1[CH2:4][CH2:5][C@@H:6]2[OH:13].N1C=CN=C1.[C:19]([Si:23]([CH3:26])([CH3:25])Cl)([CH3:22])([CH3:21])[CH3:20]>CN(C)C=O.O>[Br:1][C:2]1[C:10]([C:11]#[N:12])=[CH:9][CH:8]=[C:7]2[C:3]=1[CH2:4][CH2:5][C@@H:6]2[O:13][Si:23]([C:19]([CH3:22])([CH3:21])[CH3:20])([CH3:26])[CH3:25]. Procedure details: (S)-4-Bromo-1-hydroxy-indan-5-carbonitrile (0.90 g, 3.78 mmol), imidazole (0.64 g, 9.45 mmol) and tert-butyldimethylchlorosilane (0.80 g, 5.29 mmol) are suspended in dry N,N-dimethylformamide and stirred at room temperature for 3 hours. The mixture is diluted with water and extracted with ethyl acetate. The organic extracts are dried and the solvent removed to give the crude product which is used directly in the next step (Yield 1.20 g). Reactants: FC1=C(C=CC=C1)C1=C(C=NC=C1)N(C(C1=CC(=NC(=C1)C(F)(F)F)C(F)(F)F)=O)CC(F)(F)F (N-[4-(2-Fluoro-phenyl)-pyridin-3-yl]-N-(2,2,2-trifluoro-ethyl)-2,6-bis-trifluoromethyl-isonicotinamide), CS(=O)(=O)C=1C=C(C(=O)N(C=2C=NC=CC2C2=C(C=CC=C2)C)C)C=C(C1)C(F)(F)F (3-Methanesulfonyl-N-methyl-N-(4-o-tolyl-pyridin-3-yl)-5-trifluoromethyl-benzamide), F[B-](F)(F)F.BrC1=[N+](C=CC=C1)CC (2-bromo-1-ethylpyridinium tetrafluoroborate), C(C)(C)N(C(C)C)CC (N,N-diisopropylethylamine). Run in C(Cl)Cl (CH2Cl2). Conditions: time 23 hour. The product is FC1=C(C=CC=C1)C1=C(C=NC=C1)N(C(C1=CC(=CC(=C1)C(F)(F)F)S(=O)(=O)C)=O)CC(F)(F)F (N-[4-(2-Fluoro-phenyl)-pyridin-3-yl]-3-methanesulfonyl-N-(2,2,2-trifluoro-ethyl)-5-trifluoromethyl-benzamide). As a reaction SMILES: [F:1][C:2]1[CH:7]=[CH:6][CH:5]=[CH:4][C:3]=1[C:8]1[CH:13]=[CH:12][N:11]=[CH:10][C:9]=1[N:14]([CH2:31][C:32]([F:35])([F:34])[F:33])[C:15](=[O:30])[C:16]1[CH:21]=[C:20]([C:22](F)(F)F)N=[C:18]([C:26]([F:29])([F:28])[F:27])[CH:17]=1.[CH3:36][S:37](C1C=C(C=C(C(F)(F)F)C=1)C(N(C)C1C=NC=CC=1C1C=CC=CC=1C)=O)(=[O:39])=[O:38].F[B-](F)(F)F.BrC1C=CC=C[N+]=1CC.C(N(CC)C(C)C)(C)C>C(Cl)Cl>[F:1][C:2]1[CH:7]=[CH:6][CH:5]=[CH:4][C:3]=1[C:8]1[CH:13]=[CH:12][N:11]=[CH:10][C:9]=1[N:14]([CH2:31][C:32]([F:34])([F:33])[F:35])[C:15](=[O:30])[C:16]1[CH:17]=[C:18]([C:26]([F:28])([F:27])[F:29])[CH:22]=[C:20]([S:37]([CH3:36])(=[O:39])=[O:38])[CH:21]=1 |f:2.3|. Reported procedure: To a solution of 4-(2-fluorophenyl)-N-(2,2,2-trifluoroethyl)pyridin-3-amine (79 mg, 292 μmol, example 151, intermediate) in CH2Cl2 (2 mL) was added 3-(methylsulfonyl)-5-(trifluoromethyl)benzoic acid (78.4 mg, 292 μmol, example 114, intermediate) and 2-bromo-1-ethylpyridinium tetrafluoroborate (96.1 mg, 351 μmol) and N,N-diisopropylethylamine (75.6 mg, 102 μL, 585 μmol). The reaction mixture was stirred at room temperature for 23 hours. The reaction mixture was concentrated under vacuum. The resi... Reactants: CCOC(=O)c1ccc(NCC(O)c2ccc3c(c2)C(C)(C)CCC3(C)C)cc1, [Na+], [Na+], C1COCCO1, [O-]P([O-])O. The product is CC1(C)CCC(C)(C)c2cc(C3CO3)ccc21. As a reaction SMILES: [C:1]([c:2]1[cH:3][cH:4][c:5]([NH:6][CH2:7][CH:8]([OH:9])[c:16]2[cH:17][c:18]3[c:23]([cH:24][cH:25]2)[C:22]([CH3:26])([CH3:27])[CH2:21][CH2:20][C:19]3([CH3:28])[CH3:29])[cH:10][cH:11]1)([O:12][CH2:13][CH3:14])=[O:15].[Na+:34].[Na+:35].[O:36]1[CH2:39][CH2:38][O:37][CH2:40][CH2:41]1.[P:30]([O-:31])([O-:32])[OH:33]>>[c:16]1([CH:40]2[O:36][CH2:41]2)[cH:17][c:18]2[c:23]([cH:24][cH:25]1)[C:22]([CH3:26])([CH3:27])[CH2:21][CH2:20][C:19]2([CH3:28])[CH3:29].